describe an organic reaction: reactants, conditions, products, and yield From a dataset of the Open Reaction Database (ORD), a public repository of structured organic reaction records. Starting materials: O=C([O-])[O-], C=O, Cc1ncc[nH]1, CNC, Cl, Cl, [K+], [K+], [K+], [OH-], O. The product is Cc1nccn1CN(C)C. Reaction SMILES: [C:16](=[O:17])([O-:18])[O-:19].[CH2:12]=[O:13].[CH3:1][c:2]1[nH:3][cH:4][cH:5][n:6]1.[CH3:8][NH:9][CH3:10].[ClH:11].[ClH:7].[K+:15].[K+:20].[K+:21].[OH-:14].[OH2:22]>>[CH3:1][c:2]1[n:3]([CH2:16][N:9]([CH3:8])[CH3:10])[cH:4][cH:5][n:6]1. The reactants are C(C)OCC=1N(C(=C(N1)C(C)(C)O)C(=O)OCC)CC1=CC=C(C=C1)C1=C(C=CC=C1)C(=O)C(=O)OC (ethyl 2-ethoxymethyl-4-(1-hydroxy-1-methylethyl)-1-[(2'-methoxalylbiphenyl-4-yl)methyl]imidazole-5-carboxylate), O.[OH-].[Li+] (lithium hydroxide monohydrate). Product: C(C)OCC=1N(C(=C(N1)C(C)(C)O)C(=O)O)CC1=CC=C(C=C1)C1=C(C=CC=C1)C(=O)C(=O)O (2-Ethoxymethyl-4-(1-hydroxy-1-methylethyl)-1-[(2'-oxalobiphenyl-4-yl)methyl]imidazole-5-carboxylic acid). Yield: 67.8%. Reaction SMILES: [CH2:1]([O:3][CH2:4][C:5]1[N:6]([CH2:19][C:20]2[CH:25]=[CH:24][C:23]([C:26]3[CH:31]=[CH:30][CH:29]=[CH:28][C:27]=3[C:32]([C:34]([O:36]C)=[O:35])=[O:33])=[CH:22][CH:21]=2)[C:7]([C:14]([O:16]CC)=[O:15])=[C:8]([C:10]([OH:13])([CH3:12])[CH3:11])[N:9]=1)[CH3:2].O.[OH-].[Li+]>>[CH2:1]([O:3][CH2:4][C:5]1[N:6]([CH2:19][C:20]2[CH:25]=[CH:24][C:23]([C:26]3[CH:31]=[CH:30][CH:29]=[CH:28][C:27]=3[C:32]([C:34]([OH:36])=[O:35])=[O:33])=[CH:22][CH:21]=2)[C:7]([C:14]([OH:16])=[O:15])=[C:8]([C:10]([OH:13])([CH3:12])[CH3:11])[N:9]=1)[CH3:2] |f:1.2.3|. Procedure details: 680 mg of ethyl 2-ethoxymethyl-4-(1-hydroxy-1-methylethyl)-1-[(2'-methoxalylbiphenyl-4-yl)methyl]imidazole-5-carboxylate [prepared as described in step (a) above] were subjected to hydrolysis using 224 mg of lithium hydroxide monohydrate in the same manner as described in Example 1(b), to give 423 mg of the title compound as a powder, melting at 138°-140° C. Starting materials: O=C1CCC(=O)N1Cl, Nc1nc(C(=NOC(c2ccccc2)(c2ccccc2)c2ccccc2)C(=O)O)cs1, CN(C)C=O, O. Product: Nc1nc(C(=NOC(c2ccccc2)(c2ccccc2)c2ccccc2)C(=O)O)c(Cl)s1. RXN SMILES: [Cl:32][N:33]1[C:34](=[O:35])[CH2:36][CH2:37][C:38]1=[O:39].[NH2:1][c:2]1[s:3][cH:4][c:5]([C:7]([C:8](=[O:9])[OH:10])=[N:11][O:12][C:13]([c:14]2[cH:15][cH:16][cH:17][cH:18][cH:19]2)([c:20]2[cH:21][cH:22][cH:23][cH:24][cH:25]2)[c:26]2[cH:27][cH:28][cH:29][cH:30][cH:31]2)[n:6]1.[O:41]=[CH:42][N:43]([CH3:44])[CH3:45].[OH2:40]>>[NH2:1][c:2]1[s:3][c:4]([Cl:32])[c:5]([C:7]([C:8](=[O:9])[OH:10])=[N:11][O:12][C:13]([c:14]2[cH:15][cH:16][cH:17][cH:18][cH:19]2)([c:20]2[cH:21][cH:22][cH:23][cH:24][cH:25]2)[c:26]2[cH:27][cH:28][cH:29][cH:30][cH:31]2)[n:6]1.